This data is from the Open Reaction Database (ORD), a public repository of structured organic reaction records. The task is: describe an organic reaction: reactants, conditions, products, and yield Starting materials: C[Si](C)(C)I, CO, ClC(Cl)Cl, COc1ccc2oc(-c3ccccc3)cc2c1. The product is Oc1ccc2oc(-c3ccccc3)cc2c1. As a reaction SMILES: [CH3:18][Si:19]([I:20])([CH3:21])[CH3:22].[CH3:27][OH:28].[CH:23]([Cl:24])([Cl:25])[Cl:26].[c:1]1(-[c:7]2[cH:8][c:9]3[c:10]([o:11]2)[cH:12][cH:13][c:14]([O:16][CH3:17])[cH:15]3)[cH:2][cH:3][cH:4][cH:5][cH:6]1>>[c:1]1(-[c:7]2[cH:8][c:9]3[c:10]([o:11]2)[cH:12][cH:13][c:14]([OH:16])[cH:15]3)[cH:2][cH:3][cH:4][cH:5][cH:6]1. Starting materials: BrC=1C(=C2C(=NC1)N(C=C2)COCC[Si](C)(C)C)Cl (5-bromo-4-chloro-1-(2-trimethylsilanyl-ethoxymethyl)-1H-pyrrolo[2,3-b]pyridine), C(C)OC(=O)C=1C=NC=C(C1)B1OC(C)(C)C(C)(C)O1 (3-(ethoxycarbonyl)pyridine-5-boronic acid pinacol ester), 1,1′-bis(diphenylphosphino)ferrocenepalladium(II)-dichloride dichloromethane, ClCCl (dichloromethane), O (water). Run in C(C)#N (acetonitrile), C1(=CC=CC=C1)C (toluene), saturated aqueous solution, C([O-])(O)=O.[Na+] (sodium bicarbonate). Run at temperature 110 celsius. Product: C(C)OC(C1=CN=CC(=C1)C=1C(=C2C(=NC1)N(C=C2)COCC[Si](C)(C)C)Cl)=O (5-[4-chloro-1-(2-trimethylsilanyl-ethoxymethyl)-1H-pyrrolo[2,3-b]pyridin-5-yl]-nicotinic acid ethyl ester). The yield is 56.4%. Reaction SMILES: Br[C:2]1[C:3]([Cl:19])=[C:4]2[CH:10]=[CH:9][N:8]([CH2:11][O:12][CH2:13][CH2:14][Si:15]([CH3:18])([CH3:17])[CH3:16])[C:5]2=[N:6][CH:7]=1.[CH2:20]([O:22][C:23]([C:25]1[CH:26]=[N:27][CH:28]=[C:29](B2OC(C)(C)C(C)(C)O2)[CH:30]=1)=[O:24])[CH3:21].ClCCl.O>C(#N)C.C1(C)C=CC=CC=1.C(=O)(O)[O-].[Na+]>[CH2:20]([O:22][C:23](=[O:24])[C:25]1[CH:30]=[C:29]([C:2]2[C:3]([Cl:19])=[C:4]3[CH:10]=[CH:9][N:8]([CH2:11][O:12][CH2:13][CH2:14][Si:15]([CH3:18])([CH3:17])[CH3:16])[C:5]3=[N:6][CH:7]=2)[CH:28]=[N:27][CH:26]=1)[CH3:21] |f:6.7|. Procedure details: 1.59 g (4.40 mmol) of 5-bromo-4-chloro-1-(2-trimethylsilanyl-ethoxymethyl)-1H-pyrrolo[2,3-b]pyridine, 1.482 g (5.35 mmol) of 3-(ethoxycarbonyl)pyridine-5-boronic acid pinacol ester and 181 mg (0.22 mmol) of (1,1′-bis(diphenylphosphino)ferrocenepalladium(II)-dichloride dichloromethane adduct were dissolved in a mixture of 7 mL of acetonitrile, 7 mL of toluene and 8 mL of a saturated aqueous solution of sodium bicarbonate. The resulting mixture was heated to 110° C. in a closed vial for 15 h. The ... The reactants are CN1CCOCC1, COc1nc(Cl)nc(OC)n1, ClCCl, O=C(O)c1cccc(NC(=O)c2cccc(C(F)(F)F)c2)c1, Nc1cnc(Nc2ccc(S(=O)(=O)CCCN3CCCC3)cc2)nc1, CN(C)C=O. Yields the product O=C(Nc1cnc(Nc2ccc(S(=O)(=O)CCCN3CCCC3)cc2)nc1)c1cccc(NC(=O)c2cccc(C(F)(F)F)c2)c1. Reaction SMILES: [CH3:34][N:35]1[CH2:36][CH2:37][O:38][CH2:39][CH2:40]1.[Cl:23][c:24]1[n:25][c:26]([O:27][CH3:28])[n:29][c:30]([O:31][CH3:32])[n:33]1.[Cl:66][CH2:67][Cl:68].[F:1][C:2]([c:3]1[cH:4][c:5]([C:6](=[O:7])[NH:8][c:9]2[cH:10][c:11]([C:12](=[O:13])[OH:14])[cH:15][cH:16][cH:17]2)[cH:18][cH:19][cH:20]1)([F:21])[F:22].[N:41]1([CH2:46][CH2:47][CH2:48][S:49](=[O:50])(=[O:51])[c:52]2[cH:53][cH:54][c:55]([NH:58][c:59]3[n:60][cH:61][c:62]([NH2:65])[cH:63][n:64]3)[cH:56][cH:57]2)[CH2:42][CH2:43][CH2:44][CH2:45]1.[O:69]=[CH:70][N:71]([CH3:72])[CH3:73]>>[F:1][C:2]([c:3]1[cH:4][c:5]([C:6](=[O:7])[NH:8][c:9]2[cH:10][c:11]([C:12](=[O:14])[NH:65][c:62]3[cH:61][n:60][c:59]([NH:58][c:55]4[cH:54][cH:53][c:52]([S:49]([CH2:48][CH2:47][CH2:46][N:41]5[CH2:42][CH2:43][CH2:44][CH2:45]5)(=[O:50])=[O:51])[cH:57][cH:56]4)[n:64][cH:63]3)[cH:15][cH:16][cH:17]2)[cH:18][cH:19][cH:20]1)([F:21])[F:22].